From a dataset of the Open Reaction Database (ORD), a public repository of structured organic reaction records. describe an organic reaction: reactants, conditions, products, and yield Starting materials: C(C1=CC=CC=C1)O (benzyl alcohol), CC(C)([O-])C.[K+] (potassium tert-butoxide), C(C1=CC=CC=C1)N1C(=CC=2C1=C(N=NC2)Cl)C (1-benzyl-7-chloro-2-methylpyrrolo[2,3-d]pyridazine). Solvent: CN1C(CCC1)=O (N-methylpyrrolidone). Yields the product C(C1=CC=CC=C1)N1C(=CC=2C1=C(N=NC2)OCC2=CC=CC=C2)C (1-Benzyl-7-benzyloxy-2-methylpyrrolo[2,3 -d]pyridazine). Isolated yield 68.0%. Reaction SMILES: [CH2:1]([OH:8])[C:2]1[CH:7]=[CH:6][CH:5]=[CH:4][CH:3]=1.CC(C)([O-])C.[K+].[CH2:15]([N:22]1[C:26]2=[C:27](Cl)[N:28]=[N:29][CH:30]=[C:25]2[CH:24]=[C:23]1[CH3:32])[C:16]1[CH:21]=[CH:20][CH:19]=[CH:18][CH:17]=1>CN1CCCC1=O>[CH2:15]([N:22]1[C:26]2=[C:27]([O:8][CH2:1][C:2]3[CH:7]=[CH:6][CH:5]=[CH:4][CH:3]=3)[N:28]=[N:29][CH:30]=[C:25]2[CH:24]=[C:23]1[CH3:32])[C:16]1[CH:17]=[CH:18][CH:19]=[CH:20][CH:21]=1 |f:1.2|. Procedure: 650 mg (6 mmol) of benzyl alcohol, 10 ml of N-methylpyrrolidone, 1.1 g (10 mmol) of potassium tert-butoxide, 50 mg (0.2 retool) of [18]crown-6 and 500 mg (1.94 retool) of 1-benzyl-7-chloro-2-methylpyrrolo[2,3-d]pyridazine are reacted at room temperature for 2 h. Purification: chromatography on silica gel (eluent: toluene/dioxane=2:1) and crystallization from diisopropyl ether. Yield: 68%, m.p.: 124° C. Starting materials: N1CC(C1)C1=CC2=C(C=3N=C(SC3CCO2)C=2N(N=C(N2)C)C(C)C)C=C1 (8-azetidin-3-yl-2-(2-isopropyl-5-methyl-2H-[1,2,4]triazol-3-yl)-4,5-dihydro-6-oxa-3-thia-1-aza-benzo[e]azulene), C([O-])([O-])=O.[Cs+].[Cs+] (cesium carbonate), FCCI (2-fluoro-1-iodoethane). Run in O (water), C(Cl)Cl (methylene chloride), CN(C=O)C (N,N-dimethylformamide). Reaction conditions: time 8 hour. Product: FCCN1CC(C1)C1=CC2=C(C=3N=C(SC3CCO2)C=2N(N=C(N2)C)C(C)C)C=C1 (8-[1-(2-Fluoro-ethyl)-azetidin-3-yl]-2-(2-isopropyl-5-methyl-2H-[1,2,4]triazol-3-yl)-4,5-dihydro-6-oxa-3-thia-1-aza-benzo[e]azulene). Reaction SMILES: [NH:1]1[CH2:4][CH:3]([C:5]2[CH:27]=[CH:26][C:8]3[C:9]4[N:10]=[C:11]([C:17]5[N:18]([CH:23]([CH3:25])[CH3:24])[N:19]=[C:20]([CH3:22])[N:21]=5)[S:12][C:13]=4[CH2:14][CH2:15][O:16][C:7]=3[CH:6]=2)[CH2:2]1.C(=O)([O-])[O-].[Cs+].[Cs+].[F:34][CH2:35][CH2:36]I>CN(C)C=O.O.C(Cl)Cl>[F:34][CH2:35][CH2:36][N:1]1[CH2:4][CH:3]([C:5]2[CH:27]=[CH:26][C:8]3[C:9]4[N:10]=[C:11]([C:17]5[N:18]([CH:23]([CH3:25])[CH3:24])[N:19]=[C:20]([CH3:22])[N:21]=5)[S:12][C:13]=4[CH2:14][CH2:15][O:16][C:7]=3[CH:6]=2)[CH2:2]1 |f:1.2.3|. Procedure: To a solution of 8-azetidin-3-yl-2-(2-isopropyl-5-methyl-2H-[1,2,4]triazol-3-yl)-4,5-dihydro-6-oxa-3-thia-1-aza-benzo[e]azulene, from Example 519, (0.300 g, 0.000786 mol) and cesium carbonate (0.384 g, 0.00118 mol) in N,N-dimethylformamide (7.9 mL) was added 2-fluoro-1-iodoethane (0.137 g, 0.000786 mol) dropwise. The reaction was stirred at room temperature overnight. The mixture was diluted with water and methylene chloride and extracted 3 times with methylene chloride. The crude was purified b...